Dataset: the Open Reaction Database (ORD), a public repository of structured organic reaction records. Task: describe an organic reaction: reactants, conditions, products, and yield Starting materials: C(=O)(N1C=NC=C1)N1C=NC=C1 (1,1′-carbonyldiimidazole), CC1=C2CCC[C@H](C2=CC=C1)N1CCC(CC1)NC=1C(=CC=CC1)N ((R)-N-[1-(5-Methyl-1,2,3,4-tetrahydronaphthalen-1-yl)piperidin-4-yl]-benzene-1,2-diamine), O (water). Solvent: O1CCCC1 (tetrahydrofuran). Conditions: time 10 hour. Product: CC1=C2CCC[C@H](C2=CC=C1)N1CCC(CC1)N1C(NC2=C1C=CC=C2)=O ((R)-1-[1-(5-methyl-1,2,3,4-tetrahydronaphthalen-1-yl)piperidin-4-yl]-1,3-dihydro-2H-benzimidazol-2-one). Yield: 60.9%. RXN SMILES: [CH3:1][C:2]1[CH:11]=[CH:10][CH:9]=[C:8]2[C:3]=1[CH2:4][CH2:5][CH2:6][C@H:7]2[N:12]1[CH2:17][CH2:16][CH:15]([NH:18][C:19]2[C:20]([NH2:25])=[CH:21][CH:22]=[CH:23][CH:24]=2)[CH2:14][CH2:13]1.[C:26](N1C=CN=C1)(N1C=CN=C1)=[O:27].O>O1CCCC1>[CH3:1][C:2]1[CH:11]=[CH:10][CH:9]=[C:8]2[C:3]=1[CH2:4][CH2:5][CH2:6][C@H:7]2[N:12]1[CH2:13][CH2:14][CH:15]([N:18]2[C:19]3[CH:24]=[CH:23][CH:22]=[CH:21][C:20]=3[NH:25][C:26]2=[O:27])[CH2:16][CH2:17]1. Procedure details: (R)-N-[1-(5-Methyl-1,2,3,4-tetrahydronaphthalen-1-yl)piperidin-4-yl]-benzene-1,2-diamine (1.83 g) was dissolved in tetrahydrofuran (100 ml), 1,1′-carbonyldiimidazole (973 mg) was added, and the mixture was stirred at room temperature for 10 hr. The reaction mixture was poured into water, and the mixture was extracted with ethyl acetate. The extract was washed with saturated brine, dried over anhydrous sodium sulfate, and concentrated. The obtained residue was purified by silica gel column chroma... Reactants: C1(=CC=CC=C1)C(C=1C=CC(N(C1)CCOC1OCCCC1)=O)C1=CC=CC=C1 (5-(diphenylmethyl)-1-[2-(tetrahydro-2H-pyran-2-yloxy)ethyl]-2(1H)-pyridinone), C=1C=CC(=CC1)N=NC=2C=CC(=NC2N)N.Cl.CC=1C=CC(=CC1)S(=O)(=O)O (pyridium p-toluenesulfonate), O (water). Solvent: CO (MeOH). Run at time 48 hour. Product: C1(=CC=CC=C1)C(C=1C=CC(N(C1)CCO)=O)C1=CC=CC=C1 (5-(diphenylmethyl)-1-(2-hydroxyethyl)-2(1H)-pyridinone). Yield: 55.5%. RXN SMILES: [C:1]1([CH:7]([C:24]2[CH:29]=[CH:28][CH:27]=[CH:26][CH:25]=2)[C:8]2[CH:9]=[CH:10][C:11](=[O:23])[N:12]([CH2:14][CH2:15][O:16]C3CCCCO3)[CH:13]=2)[CH:6]=[CH:5][CH:4]=[CH:3][CH:2]=1.C1C=CC(N=NC2C=CC(N)=NC=2N)=CC=1.Cl.CC1C=CC(S(O)(=O)=O)=CC=1.O>CO>[C:24]1([CH:7]([C:1]2[CH:2]=[CH:3][CH:4]=[CH:5][CH:6]=2)[C:8]2[CH:9]=[CH:10][C:11](=[O:23])[N:12]([CH2:14][CH2:15][OH:16])[CH:13]=2)[CH:25]=[CH:26][CH:27]=[CH:28][CH:29]=1 |f:1.2.3|. Procedure: To a stirring solution of 5-(diphenylmethyl)-1-[2-(tetrahydro-2H-pyran-2-yloxy)ethyl]-2(1H)-pyridinone (46 mg) in MeOH (1.38 mL) was added pyridium p-toluenesulfonate (9 mg) at ambient temperature. After 48 hours, water was added and the mixture was extracted with EtOAc. The organic layer was washed with brine, dried over anhydrous sodium sulfate, filtered and evaporated in vacuo. The residue was purified by preparative thin-layer chromatography (chloroform:EtOAc=1:2) to give 5-(diphenylmethyl)-... Starting materials: FC1=C2C(=C(C(=NC2=CC(=C1)F)N1CCNCC1)C)NC=1C=NC=C(C1)N1CCOCC1 (5,7-difluoro-3-methyl-N-(5-morpholinopyridin-3-yl)-2-(piperazin-1-yl)quinolin-4-amine), N1C(=NC=C1)C(=O)O (1H-imidazole-2-carboxylic acid). Product: FC1=C2C(=C(C(=NC2=CC(=C1)F)N1CCN(CC1)C(=O)C=1NC=CN1)C)NC=1C=NC=C(C1)N1CCOCC1 ((4-(5,7-difluoro-3-methyl-4-(5-morpholinopyridin-3-ylamino)quinolin-2-yl)piperazin-1-yl)(1H-imidazol-2-yl)methanone). As a reaction SMILES: [F:1][C:2]1[CH:11]=[C:10]([F:12])[CH:9]=[C:8]2[C:3]=1[C:4]([NH:20][C:21]1[CH:22]=[N:23][CH:24]=[C:25]([N:27]3[CH2:32][CH2:31][O:30][CH2:29][CH2:28]3)[CH:26]=1)=[C:5]([CH3:19])[C:6]([N:13]1[CH2:18][CH2:17][NH:16][CH2:15][CH2:14]1)=[N:7]2.[NH:33]1[CH:37]=[CH:36][N:35]=[C:34]1[C:38](O)=[O:39]>>[F:1][C:2]1[CH:11]=[C:10]([F:12])[CH:9]=[C:8]2[C:3]=1[C:4]([NH:20][C:21]1[CH:22]=[N:23][CH:24]=[C:25]([N:27]3[CH2:32][CH2:31][O:30][CH2:29][CH2:28]3)[CH:26]=1)=[C:5]([CH3:19])[C:6]([N:13]1[CH2:14][CH2:15][N:16]([C:38]([C:34]3[NH:33][CH:37]=[CH:36][N:35]=3)=[O:39])[CH2:17][CH2:18]1)=[N:7]2. Procedure details: Prepared according to Procedure Q using 5,7-difluoro-3-methyl-N-(5-morpholinopyridin-3-yl)-2-(piperazin-1-yl)quinolin-4-amine (40.0 mg, 0.09 mmol) and 1H-imidazole-2-carboxylic acid to give (4-(5,7-difluoro-3-methyl-4-(5-morpholinopyridin-3-ylamino)quinolin-2-yl)piperazin-1-yl)(1H-imidazol-2-yl)methanone. 1H NMR (DMSO-d6) δ ppm 2.13 (br s, 3H), 3.06 (br s, 4H), 3.33-3.39 (m, 4H), 3.69 (br s, 4H), 3.84-3.85 (m, 2H), 4.66-4.69 (m, 2H), 6.50 (br s, 1H), 7.11-7.16 (m, 1H), 7.18-7.20 (m, 1H), 7.28-7....